This data is from the Open Reaction Database (ORD), a public repository of structured organic reaction records. The task is: describe an organic reaction: reactants, conditions, products, and yield Starting materials: C(CCCC\C=C/CCCCCCCCCCC)O (Petroselinyl alcohol), [OH-].[Na+] (sodium hydroxide), BrBr (Bromine), BrBr (bromine), polyethylene glycol 300. Procedure details: Petroselinyl alcohol (0.66 g, 2.46 mmoles, Sigma) was placed in a 10 ml 3-neck roundbottom flask equipped with a reflux condenser. Bromine (0.40 g, 2.5 mmole) was added slowly with magnetic stirring. After addition of the bromine, polyethylene glycol 300 (60 mg, Fluka) was added followed by powdered sodium hydroxide (0.250 g, 6.25 mmoles). A large exotherm was noted. The reaction was stirred vigorously with heating to maintain a temperature of 125° C. for 2.5 hours. The reaction was cooled and f... Isolated yield 74.8%. As a reaction SMILES: [CH2:1]([OH:19])[CH2:2][CH2:3][CH2:4][CH2:5]/[CH:6]=[CH:7]\[CH2:8][CH2:9][CH2:10][CH2:11][CH2:12][CH2:13][CH2:14][CH2:15][CH2:16][CH2:17][CH3:18].BrBr.[OH-].[Na+]>>[CH2:1]([OH:19])[CH2:2][CH2:3][CH2:4][CH2:5][C:6]#[C:7][CH2:8][CH2:9][CH2:10][CH2:11][CH2:12][CH2:13][CH2:14][CH2:15][CH2:16][CH2:17][CH3:18] |f:2.3|. Yields the product C(CCCCC#CCCCCCCCCCCC)O (6-octadecyn-1-ol). Run at temperature 125 celsius. The reactants are O=[N+]([O-])c1ccccc1Br, C1CCOC1, CCO, OB(O)c1ccc(Cl)cc1, [Na+], [Na+], O=C([O-])[O-], [Pd], c1ccc(P(c2ccccc2)c2ccccc2)cc1, c1ccc(P(c2ccccc2)c2ccccc2)cc1, c1ccc(P(c2ccccc2)c2ccccc2)cc1, c1ccc(P(c2ccccc2)c2ccccc2)cc1. The product is O=[N+]([O-])c1ccccc1-c1ccc(Cl)cc1. RXN SMILES: [Br:1][c:2]1[c:3]([N+:8](=[O:9])[O-:10])[cH:4][cH:5][cH:6][cH:7]1.[CH2:27]1[O:28][CH2:29][CH2:30][CH2:31]1.[CH3:32][CH2:33][OH:34].[Cl:11][c:12]1[cH:13][cH:14][c:15]([B:18]([OH:19])[OH:20])[cH:16][cH:17]1.[Na+:21].[Na+:22].[O-:23][C:24](=[O:25])[O-:26].[Pd:35].[c:36]1([P:37]([c:38]2[cH:39][cH:40][cH:41][cH:42][cH:43]2)[c:44]2[cH:45][cH:46][cH:47][cH:48][cH:49]2)[cH:50][cH:51][cH:52][cH:53][cH:54]1.[c:55]1([P:56]([c:57]2[cH:58][cH:59][cH:60][cH:61][cH:62]2)[c:63]2[cH:64][cH:65][cH:66][cH:67][cH:68]2)[cH:69][cH:70][cH:71][cH:72][cH:73]1.[c:74]1([P:75]([c:76]2[cH:77][cH:78][cH:79][cH:80][cH:81]2)[c:82]2[cH:83][cH:84][cH:85][cH:86][cH:87]2)[cH:88][cH:89][cH:90][cH:91][cH:92]1.[c:93]1([P:94]([c:95]2[cH:96][cH:97][cH:98][cH:99][cH:100]2)[c:101]2[cH:102][cH:103][cH:104][cH:105][cH:106]2)[cH:107][cH:108][cH:109][cH:110][cH:111]1>>[c:2]1(-[c:15]2[cH:14][cH:13][c:12]([Cl:11])[cH:17][cH:16]2)[c:3]([N+:8](=[O:9])[O-:10])[cH:4][cH:5][cH:6][cH:7]1. Reactants: N (NH3), C1CCOC1 (THF), NC=1C=C2C3(C(N(C2=CC1)CCCN)=O)OCCCO3 (5′-Amino-1′-(3-aminopropyl)spiro[1,3-dioxane-2,3′-indol]-2′(1′H)-one). Run in CCOC(=O)C (EtOAc). The product is N=1CCCN2C1C1(C=3C=C(C=CC23)N)OCCCO1 (3′,4′-Dihydro-2′H-spiro[1,3-dioxane-2,10′-pyrimido[1,2-a]indol]-8′-amine). Yield: 76.0%. As a reaction SMILES: [NH2:1][C:2]1[CH:3]=[C:4]2[C:8](=[CH:9][CH:10]=1)[N:7]([CH2:11][CH2:12][CH2:13][NH2:14])[C:6](=O)[C:5]12[O:20][CH2:19][CH2:18][CH2:17][O:16]1.N.C1COCC1>CCOC(C)=O>[N:14]1[CH2:13][CH2:12][CH2:11][N:7]2[C:8]3[CH:9]=[CH:10][C:2]([NH2:1])=[CH:3][C:4]=3[C:5]3([O:20][CH2:19][CH2:18][CH2:17][O:16]3)[C:6]=12. Procedure details: 5′-Amino-1′-(3-aminopropyl)spiro[1,3-dioxane-2,3′-indol]-2′(1′H)-one (1.56 g, 5.63 mmol) was dissolved in 2M EtOAc.NH3 (1.90 mL) and THF (10 mL) and heated in a steel pressure vessel at 135° C. for 16 hr. The reaction mixture was cooled to room temperature and combined with silica gel and concentrated. The adsorbate was purified on Biotage KP silica gel eluting with a step gradient of CH2Cl2/CH3OH/NH4OH (95/3/2) to (85/10/5) to give the title compound as a bright yellow-orange solid (1.11 g, 76%...